Dataset: the Open Reaction Database (ORD), a public repository of structured organic reaction records. Task: describe an organic reaction: reactants, conditions, products, and yield The reactants are [OH-].[Na+] (sodium hydroxide), FC1=C(OCC(=O)OCC)C(=CC(=C1)SCCNS(=O)(=O)C1=CC=CC=C1)F (ethyl 2,6-difluoro-4-[2-(phenylsulfonylamino)ethylthio]phenoxyacetate), Cl (hydrochloric acid). Solvent: C(C)O (ethanol). Run at time 30 minute. Yields the product FC1=C(OCC(=O)O)C(=CC(=C1)SCCNS(=O)(=O)C1=CC=CC=C1)F (2,6-difluoro-4-[2-(phenylsulfonylamino)ethylthio]phenoxyacetic acid). RXN SMILES: [F:1][C:2]1[CH:14]=[C:13]([S:15][CH2:16][CH2:17][NH:18][S:19]([C:22]2[CH:27]=[CH:26][CH:25]=[CH:24][CH:23]=2)(=[O:21])=[O:20])[CH:12]=[C:11]([F:28])[C:3]=1[O:4][CH2:5][C:6]([O:8]CC)=[O:7].[OH-].[Na+].Cl>C(O)C>[F:28][C:11]1[CH:12]=[C:13]([S:15][CH2:16][CH2:17][NH:18][S:19]([C:22]2[CH:23]=[CH:24][CH:25]=[CH:26][CH:27]=2)(=[O:20])=[O:21])[CH:14]=[C:2]([F:1])[C:3]=1[O:4][CH2:5][C:6]([OH:8])=[O:7] |f:1.2|. Procedure details: To a mixture of ethyl 2,6-difluoro-4-[2-(phenylsulfonylamino)ethylthio]phenoxyacetate (1.5 g) and ethanol (12 ml) was added 10% sodium hydroxide (3 ml), and the mixture was stirred at room temperature for 30 minutes. The reaction mixture was made acidic with 3% hydrochloric acid and extracted with ethyl acetate. The ethyl acetate layer was washed with a saturated aqueous sodium chloride solution and dried over anhydrous magnesium sulfate. Evaporation of the solvent under reduced pressure gave 2,... Reactants: CC(=O)Oc1ccc(C(=O)O)cc1, CN(C)C1CCN(Cc2ccc(C(=O)O)cc2)C1, CCOC(C)=O, CC(C)(C)OC(=O)Nc1ccc(C2=CC(=O)CC2)cc1N. The product is CC(=O)Oc1ccc(C(=O)Nc2cc(C3=CC(=O)CC3)ccc2NC(=O)OC(C)(C)C)cc1. RXN SMILES: [C:40]([CH3:41])(=[O:42])[O:43][c:44]1[cH:45][cH:46][c:47]([C:48](=[O:49])[OH:50])[cH:51][cH:52]1.[CH3:22][N:23]([CH3:24])[CH:25]1[CH2:26][CH2:27][N:28]([CH2:29][c:30]2[cH:31][cH:32][c:33]([C:34]([OH:35])=[O:36])[cH:37][cH:38]2)[CH2:39]1.[CH3:53][CH2:54][O:55][C:56]([CH3:57])=[O:58].[NH2:1][c:2]1[c:3]([NH:14][C:15]([O:16][C:17]([CH3:18])([CH3:19])[CH3:20])=[O:21])[cH:4][cH:5][c:6]([C:8]2=[CH:9][C:10](=[O:13])[CH2:11][CH2:12]2)[cH:7]1>>[NH:1]([c:2]1[c:3]([NH:14][C:15]([O:16][C:17]([CH3:18])([CH3:19])[CH3:20])=[O:21])[cH:4][cH:5][c:6]([C:8]2=[CH:9][C:10](=[O:13])[CH2:11][CH2:12]2)[cH:7]1)[C:48]([c:47]1[cH:46][cH:45][c:44]([O:43][C:40]([CH3:41])=[O:42])[cH:52][cH:51]1)=[O:49].